Dataset: the Open Reaction Database (ORD), a public repository of structured organic reaction records. Task: describe an organic reaction: reactants, conditions, products, and yield Starting materials: C[Mg]Br (methylmagnesium bromide), N1=CC(=CC=C1)C1=CC=2C(C=3C(NC=CC3OC2C=C1)=O)=O (8-(pyridin-3-yl)-1H-chromeno[3,2-c]pyridine-1,10(2H)-dione), C1(=CC=C(C=C1)S(=O)(=O)[O-])C.[NH+]1=CC=CC=C1 (pyridinium p-toluenesulfonate). Solvent: ClCCCl (1,2-dichloroethane), C1CCOC1 (THF). Reaction conditions: temperature 0 celsius, time 1 hour. Product: C=C1C=2C=C(C=CC2OC2=C1C(NC=C2)=O)C=2C=NC=CC2 (10-methylene-8-(pyridin-3-yl)-2,10-dihydro-1H-chromeno[3,2-c]pyridin-1-one). Reaction SMILES: [N:1]1[CH:6]=[CH:5][CH:4]=[C:3]([C:7]2[CH:20]=[CH:19][C:18]3[O:17][C:16]4[CH:15]=[CH:14][NH:13][C:12](=[O:21])[C:11]=4[C:10](=O)[C:9]=3[CH:8]=2)[CH:2]=1.[CH3:23][Mg]Br.C1(C)C=CC(S([O-])(=O)=O)=CC=1.[NH+]1C=CC=CC=1>C1COCC1.ClCCCl>[CH2:23]=[C:10]1[C:11]2[C:12](=[O:21])[NH:13][CH:14]=[CH:15][C:16]=2[O:17][C:18]2[CH:19]=[CH:20][C:7]([C:3]3[CH:2]=[N:1][CH:6]=[CH:5][CH:4]=3)=[CH:8][C:9]1=2 |f:2.3|. Procedure: A solution of 8-(pyridin-3-yl)-1H-chromeno[3,2-c]pyridine-1,10(2H)-dione (0.100 g, 0.345 mmol) in THF (3.00 mL) was cooled to 0° C. and methylmagnesium bromide (3.0 M in diethyl ether) (0.345 mL, 1.034 mmol) was added dropwise. The mixture stirred at 0° C. for 1 h. The mixture was quenched at 0° C. with saturated aqueous ammonium chloride solution and diluted with ethyl acetate. The aqueous phase was separated and extracted with ethyl acetate. The combined organic phases were washed with brine, ... Starting materials: FC(F)(F)c1cccc(Br)c1, C1COCCO1, CN, CCOC(C)=O, O=S(=O)(Cl)Cl. Product: CNS(=O)(=O)c1cc(Br)cc(C(F)(F)F)c1. Reaction SMILES: [Br:6][c:7]1[cH:8][cH:9][cH:10][c:11]([C:13]([F:14])([F:15])[F:16])[cH:12]1.[CH2:19]1[O:20][CH2:21][CH2:22][O:23][CH2:24]1.[CH3:17][NH2:18].[CH3:25][CH2:26][O:27][C:28](=[O:29])[CH3:30].[S:1](=[O:2])(=[O:3])([Cl:4])[Cl:5]>>[S:1](=[O:2])(=[O:3])([c:9]1[cH:8][c:7]([Br:6])[cH:12][c:11]([C:13]([F:14])([F:15])[F:16])[cH:10]1)[NH:18][CH3:17]. Reactants: N(C(=N)N)C=1SC=C(N1)CSCCN (2-[(2-guanidinothiazol-4-yl)methylthio]ethylamine), C(C#C)N (2-propynylamine), C1(=C(C(=C(C(=C1F)F)F)N)F)N.Cl.Cl (dihydrochloride), COC1=NS(N=C1OC)(=O)=O (3,4-dimethoxy-1,2,5-thiadiazole 1,1-dioxide). The solvent is CO (methanol), CO (methanol), CO (methanol). Run at time 15 minute. Product: N(C(=N)N)C=1SC=C(N1)CSCCNC1=NS(N=C1NCC#C)(=O)=O (3-{2-[(2-Guanidinothiazol-4-yl)methylthio]ethylamino}-4-(2-propynyl)amino-1,2,5-thiadiazole 1,1-dioxide). Reaction SMILES: [NH:1]([C:5]1[S:6][CH:7]=[C:8]([CH2:10][S:11][CH2:12][CH2:13][NH2:14])[N:9]=1)[C:2]([NH2:4])=[NH:3].[C:15]1([NH2:26])[C:20](F)=[C:19](F)C(F)=C(N)C=1F.Cl.Cl.CO[C:31]1[C:35](OC)=[N:34][S:33](=[O:39])(=[O:38])[N:32]=1.C(N)C#C>CO>[NH:1]([C:5]1[S:6][CH:7]=[C:8]([CH2:10][S:11][CH2:12][CH2:13][NH:14][C:31]2[C:35]([NH:26][CH2:15][C:20]#[CH:19])=[N:34][S:33](=[O:39])(=[O:38])[N:32]=2)[N:9]=1)[C:2]([NH2:4])=[NH:3] |f:1.2.3|. Procedure details: A solution of 2-[(2-guanidinothiazol-4-yl)methylthio]ethylamine (from the dihydrochloride, 3.42 g; 11.2 mmoles) in 25 ml of methanol was added to a well stirred cold (8°) suspension of 3,4-dimethoxy-1,2,5-thiadiazole 1,1-dioxide (2.0 g; 11.2 mmoles) in 200 ml of methanol. After 15 minutes at 8°-10°, the solution was cooled to 1° in an ice-bath and a solution of 6.0 ml 2-propynylamine in 15 ml of methanol was added. The ice-bath was removed and stirring was continued for 15 minutes. The reaction ...